From a dataset of the Open Reaction Database (ORD), a public repository of structured organic reaction records. describe an organic reaction: reactants, conditions, products, and yield Starting materials: CC(C)CCBr, BrCC1CCCCO1, O=C1Nc2ccccc2C12COc1cc3c(cc12)OCCO3. Yields the product CC(C)CCN1C(=O)C2(COc3cc4c(cc32)OCCO4)c2ccccc21. Reaction SMILES: [Br:23][CH2:24][CH2:25][CH:26]([CH3:27])[CH3:28].[Br:29][CH2:30][CH:31]1[CH2:32][CH2:33][CH2:34][CH2:35][O:36]1.[NH:1]1[C:2](=[O:22])[C:3]2([CH2:4][O:5][c:6]3[cH:7][c:8]4[c:9]([cH:14][c:15]32)[O:10][CH2:11][CH2:12][O:13]4)[c:16]2[cH:17][cH:18][cH:19][cH:20][c:21]21>>[N:1]1([CH2:24][CH2:25][CH:26]([CH3:27])[CH3:28])[C:2](=[O:22])[C:3]2([CH2:4][O:5][c:6]3[cH:7][c:8]4[c:9]([cH:14][c:15]32)[O:10][CH2:11][CH2:12][O:13]4)[c:16]2[cH:17][cH:18][cH:19][cH:20][c:21]21. Reactants: CCOP([O-])OCC, CCOCOCC, Nc1ccc(Cl)cc1[N+](=O)[O-], O, O=S(=O)(O)O. The product is CCOP(=O)(CNc1ccc(Cl)cc1[N+](=O)[O-])OCC. As a reaction SMILES: [CH2:12]([CH3:13])[O:14][P:15]([O:16][CH2:17][CH3:18])[O-:19].[CH2:25]([O:26][CH2:27][O:28][CH2:29][CH3:30])[CH3:31].[Cl:1][c:2]1[cH:3][c:4]([N+:9](=[O:10])[O-:11])[c:5]([NH2:6])[cH:7][cH:8]1.[OH2:32].[S:20](=[O:21])(=[O:22])([OH:23])[OH:24]>>[Cl:1][c:2]1[cH:3][c:4]([N+:9](=[O:10])[O-:11])[c:5]([NH:6][CH2:25][P:15]([O:14][CH2:12][CH3:13])([O:16][CH2:17][CH3:18])=[O:19])[cH:7][cH:8]1. The reactants are C(C1=CC=CC=C1)N1CC=2C(CC3=C(C2C1)C=CC(=C3OC)OC)C3=CC=CC=C3 (2-benzyl-6,7-dimethoxy-4-phenyl-2,3,4,5-tetrahydro-1H-benz[e]isoindole), CN(C1=CC=CC2=CC=CC(=C12)N(C)C)C (1,8-bis(dimethylamino)-naphthalene), ClC(=O)OC(C)Cl (1-chloroethyl chloroformate). The solvent is ClCCCl (1,2-dichloroethane). Product: Cl.COC1=C(C=CC=2C=3CNCC3C(CC21)C2=CC=CC=C2)OC (6,7-dimethoxy-4-phenyl-2,3,4,5-tetrahydro-1H-benz[e]isoindole hydrochloride). Yield: 75.0%. As a reaction SMILES: C([N:8]1[CH2:16][C:15]2[C:14]3[CH:17]=[CH:18][C:19]([O:23][CH3:24])=[C:20]([O:21][CH3:22])[C:13]=3[CH2:12][CH:11]([C:25]3[CH:30]=[CH:29][CH:28]=[CH:27][CH:26]=3)[C:10]=2[CH2:9]1)C1C=CC=CC=1.CN(C)C1C2C(=CC=CC=2N(C)C)C=CC=1.[Cl:47]C(OC(Cl)C)=O>ClCCCl>[ClH:47].[CH3:22][O:21][C:20]1[C:13]2[CH2:12][CH:11]([C:25]3[CH:26]=[CH:27][CH:28]=[CH:29][CH:30]=3)[C:10]3[CH2:9][NH:8][CH2:16][C:15]=3[C:14]=2[CH:17]=[CH:18][C:19]=1[O:23][CH3:24] |f:4.5|. Reported procedure: To a solution of 1.0 g (2.52 mmol) of 2-benzyl-6,7-dimethoxy-4-phenyl-2,3,4,5-tetrahydro-1H-benz[e]isoindole, from Step 5, in 22 mL of 1,2-dichloroethane was added 0.11 g (0.05 mmol) of 1,8-bis(dimethylamino)-naphthalene and 0.33 mL (3.15 mmol) of 1-chloroethyl chloroformate at 0° C. The solution was heated to reflux for 2 h and the solvent removed in vacuo. The residue was filtered through silica gel eluted with 25% ethyl acetate in hexanes. After concentration under reduced pressure, methanol ... Starting materials: C#CCN(CC(OCC)OCC)C(=O)CCl, CCO, [Na+], [Na+], O=C([O-])[O-], Cc1ccccc1S(=O)(=O)O. Yields the product C#CCN(CC1OCCCO1)C(=O)CCl. RXN SMILES: [CH2:1]([C:2]#[CH:3])[N:4]([C:5]([CH2:6][Cl:7])=[O:8])[CH2:9][CH:10]([O:11][CH2:12][CH3:13])[O:14][CH2:15][CH3:16].[CH3:34][CH2:35][OH:36].[Na+:28].[Na+:29].[O-:30][C:31](=[O:32])[O-:33].[c:17]1([CH3:18])[c:19]([S:20]([OH:21])(=[O:22])=[O:23])[cH:24][cH:25][cH:26][cH:27]1>>[CH2:1]([C:2]#[CH:3])[N:4]([C:5]([CH2:6][Cl:7])=[O:8])[CH2:9][CH:10]1[O:11][CH2:12][CH2:16][CH2:15][O:14]1. Starting materials: C[P+](C)(C)CC#N, CCC#N, CCN(C(C)C)C(C)C, O=C(NC1CC1)c1ccc(N2CCNCC2)cc1, [I-], O=c1[nH]c2cc(CO)cnc2c2cccn12. The product is O=C(NC1CC1)c1ccc(N2CCN(Cc3cnc4c(c3)[nH]c(=O)n3cccc43)CC2)cc1. As a reaction SMILES: [C:36]([CH2:37][P+:38]([CH3:39])([CH3:40])[CH3:41])#[N:42].[C:52](#[N:53])[CH2:54][CH3:55].[CH2:43]([N:44]([CH:45]([CH3:46])[CH3:47])[CH:48]([CH3:49])[CH3:50])[CH3:51].[CH:17]1([NH:20][C:21]([c:22]2[cH:23][cH:24][c:25]([N:28]3[CH2:29][CH2:30][NH:31][CH2:32][CH2:33]3)[cH:26][cH:27]2)=[O:34])[CH2:18][CH2:19]1.[I-:35].[OH:1][CH2:2][c:3]1[cH:4][c:5]2[c:6]([c:7]3[n:8]([c:9](=[O:11])[nH:10]2)[cH:12][cH:13][cH:14]3)[n:15][cH:16]1>>[CH2:2]([c:3]1[cH:4][c:5]2[c:6]([c:7]3[n:8]([c:9](=[O:11])[nH:10]2)[cH:12][cH:13][cH:14]3)[n:15][cH:16]1)[N:31]1[CH2:30][CH2:29][N:28]([c:25]2[cH:24][cH:23][c:22]([C:21]([NH:20][CH:17]3[CH2:18][CH2:19]3)=[O:34])[cH:27][cH:26]2)[CH2:33][CH2:32]1.